This data is from the Open Reaction Database (ORD), a public repository of structured organic reaction records. The task is: describe an organic reaction: reactants, conditions, products, and yield Yields the product C(C)OC(CC=1N=C(SC1CC)C1=CC=C(C=C1)C(F)(F)F)=O ([5-Ethyl-2-(4-trifluoromethyl-phenyl)-thiazol-4-yl]-acetic acid ethyl ester). As a reaction SMILES: [CH2:1]([O:3][C:4](=[O:12])[CH2:5][C:6](=O)[CH:7](Br)[CH2:8][CH3:9])[CH3:2].[F:13][C:14]([F:25])([F:24])[C:15]1[CH:23]=[CH:22][C:18]([C:19]([NH2:21])=[S:20])=[CH:17][CH:16]=1>C(O)C>[CH2:1]([O:3][C:4](=[O:12])[CH2:5][C:6]1[N:21]=[C:19]([C:18]2[CH:17]=[CH:16][C:15]([C:14]([F:24])([F:13])[F:25])=[CH:23][CH:22]=2)[S:20][C:7]=1[CH2:8][CH3:9])[CH3:2]. Procedure details: 4-Bromo-3-oxo-hexanoic acid ethyl ester (4.68 g, 20.98 mmol) is dissolved into denatured ethanol (100 mL) and para-trifluoromethyl thiobenzamide (4.31 g, 21 mmol) is added in one portion. The reaction is purged of air and flushed with nitrogen then heated to reflux. The reaction is monitored by TLC and HPLC and when complete, the reaction is allowed to cool to room temperature. The solvent is removed and the reaction is diluted with ethyl acetate (200 mL), followed by washes with saturated sodiu... Run in C(C)O (ethanol). Starting materials: C(C)OC(CC(C(CC)Br)=O)=O (4-Bromo-3-oxo-hexanoic acid ethyl ester), FC(C1=CC=C(C(=S)N)C=C1)(F)F (para-trifluoromethyl thiobenzamide). Yield: 70.6%. The solvent is O (water), C(CCC)O (n-butanol). The product is BrC=1C(=C2CCC=3N(C2=CC1)C(=NN3)C)F (7-bromo-6-fluoro-1-methyl-4,5-dihydro-[1,2,4]triazolo[4,3-a]quinoline). Reaction SMILES: [Br:1][C:2]1[C:3]([F:13])=[C:4]2[C:9](=[CH:10][CH:11]=1)[NH:8][C:7](=S)[CH2:6][CH2:5]2.[C:14]([NH:17][NH2:18])(=O)[CH3:15]>C(O)CCC.O>[Br:1][C:2]1[C:3]([F:13])=[C:4]2[C:9](=[CH:10][CH:11]=1)[N:8]1[C:14]([CH3:15])=[N:17][N:18]=[C:7]1[CH2:6][CH2:5]2. Procedure details: To a stirred solution 6-bromo-5-fluoro-3,4-dihydroquinoline-2(1H)-thione (146-6; 0.25 g, 0.00096 mol) in n-butanol (10 mL) was added acetic hydrazide (0.177 g, 0.0024 mol). Reaction mass was heated at 120° C. and maintained for overnight. The reaction mixture was cooled, diluted with water (50 mL) and extracted with ethyl acetate (3×30 mL). The combined organic layer was washed with saturated aqueous sodium chloride solution, dried over sodium sulphate and concentrated under vacuum to afford the... The reactants are BrC=1C(=C2CCC(NC2=CC1)=S)F (6-bromo-5-fluoro-3,4-dihydroquinoline-2(1H)-thione), C(C)(=O)NN (acetic hydrazide). Conditions: temperature 120 celsius. The reactants are CCCc1nc2c(C)cc(-c3cn(C)cn3)cc2n1Cc1ccc(-c2ccccc2CO)cc1, [K+], O=[Mn](=O)(=O)[O-]. The product is CCCc1nc2c(C)cc(-c3cn(C)cn3)cc2n1Cc1ccc(-c2ccccc2C(=O)O)cc1. RXN SMILES: [CH2:1]([CH2:2][CH3:3])[c:4]1[n:5][c:6]2[c:7]([n:8]1[CH2:9][c:10]1[cH:11][cH:12][c:13](-[c:16]3[c:17]([CH2:22][OH:23])[cH:18][cH:19][cH:20][cH:21]3)[cH:14][cH:15]1)[cH:24][c:25](-[c:29]1[n:30][cH:31][n:32]([CH3:34])[cH:33]1)[cH:26][c:27]2[CH3:28].[K+:40].[Mn:35](=[O:36])([O-:37])(=[O:38])=[O:39]>>[CH2:1]([CH2:2][CH3:3])[c:4]1[n:5][c:6]2[c:7]([n:8]1[CH2:9][c:10]1[cH:11][cH:12][c:13](-[c:16]3[c:17]([C:22](=[O:23])[OH:36])[cH:18][cH:19][cH:20][cH:21]3)[cH:14][cH:15]1)[cH:24][c:25](-[c:29]1[n:30][cH:31][n:32]([CH3:34])[cH:33]1)[cH:26][c:27]2[CH3:28]. Reactants: C(CCCCC(=O)O)(=O)O (Adipic acid), C1(=CC=CC=C1)N1C=NC=C1 (N-phenylimidazole), C(C1CO1)N1C(=O)N(C(=O)C1(C)C)CC1CO1 (N,N'-diglycidyl-5,5-dimethylhydantoin), epoxide, epoxide. Run at time 40 minute. The product is C=CC1=CC=CC=C1.C=CC1=CC=C(C=C1)C=C.C1C(O1)COCC2=CC=CC=C2 (EPOXIDE RESIN). RXN SMILES: [C:1](O)(=O)[CH2:2][CH2:3][CH2:4][CH2:5][C:6]([OH:8])=O.[CH2:11](N1C(C)(C)C(=O)N([CH2:24][CH:25]2[O:27][CH2:26]2)C1=O)[CH:12]1OC1.[C:28]1(N2C=CN=C2)[CH:33]=[CH:32][CH:31]=[CH:30][CH:29]=1>>[CH2:1]=[CH:2][C:3]1[CH:12]=[CH:11][CH:6]=[CH:5][CH:4]=1.[CH2:1]=[CH:2][C:28]1[CH:29]=[CH:30][C:31]([CH:11]=[CH2:12])=[CH:32][CH:33]=1.[CH2:26]1[O:27][CH:25]1[CH2:24][O:8][CH2:6][C:5]1[CH:28]=[CH:1][CH:2]=[CH:3][CH:4]=1 |f:3.4.5|. Procedure details: Adipic acid (73 g) is added in portions with stirring to N,N'-diglycidyl-5,5-dimethylhydantoin (8.04 epoxide equiv./kg, 200 g) containing N-phenylimidazole (0.4 g), the temperature is kept at 100° C. and the addition is carried out over 40 minutes. The heating is maintained at 100° C. for a further 41/3 hours by which time the epoxide content has fallen to 2.35 equiv./kg.